This data is from the Open Reaction Database (ORD), a public repository of structured organic reaction records. The task is: describe an organic reaction: reactants, conditions, products, and yield Reactants: Cc1[nH]c(C=O)c(C)c1CCC(=O)O, C1CCNCC1, Cc1ccc2c(c1)CC(=O)N2, CCO. Yields the product Cc1ccc2c(c1)C(=Cc1[nH]c(C)c(CCC(=O)O)c1C)C(=O)N2. RXN SMILES: [C:1](=[O:2])([OH:3])[CH2:4][CH2:5][c:6]1[c:7]([CH3:14])[nH:8][c:9]([CH:12]=[O:13])[c:10]1[CH3:11].[CH2:26]1[CH2:27][CH2:28][NH:29][CH2:30][CH2:31]1.[CH3:15][c:16]1[cH:17][c:18]2[c:22]([cH:23][cH:24]1)[NH:21][C:20](=[O:25])[CH2:19]2.[CH3:32][CH2:33][OH:34]>>[C:1](=[O:2])([OH:3])[CH2:4][CH2:5][c:6]1[c:7]([CH3:14])[nH:8][c:9]([CH:12]=[C:19]2[c:18]3[cH:17][c:16]([CH3:15])[cH:24][cH:23][c:22]3[NH:21][C:20]2=[O:25])[c:10]1[CH3:11]. Starting materials: CN1CCC(S)CC1, CNc1cc(Cl)ccc1[N+](=O)[O-], CN(C)C=O. Product: CNc1cc(SC2CCN(C)CC2)ccc1[N+](=O)[O-]. Reaction SMILES: [CH3:1][N:2]1[CH2:3][CH2:4][CH:5]([SH:8])[CH2:6][CH2:7]1.[Cl:9][c:10]1[cH:11][cH:12][c:13]([N+:18](=[O:19])[O-:20])[c:14]([NH:15][CH3:16])[cH:17]1.[O:21]=[CH:22][N:23]([CH3:24])[CH3:25]>>[CH3:1][N:2]1[CH2:3][CH2:4][CH:5]([S:8][c:10]2[cH:11][cH:12][c:13]([N+:18](=[O:19])[O-:20])[c:14]([NH:15][CH3:16])[cH:17]2)[CH2:6][CH2:7]1. Starting materials: CS(=O)(=O)C1=CC=C(C=C1)B(O)O ([4-(methylsulfonyl)phenyl]boronic acid), BrC1=CC(=C(C=C1)O)F (4-bromo-2-fluorophenol), C(=O)([O-])[O-].[Na+].[Na+] (Na2CO3). The reagents and catalysts are C=1C=CC(=CC1)[P](C=2C=CC=CC2)(C=3C=CC=CC3)[Pd]([P](C=4C=CC=CC4)(C=5C=CC=CC5)C=6C=CC=CC6)([P](C=7C=CC=CC7)(C=8C=CC=CC8)C=9C=CC=CC9)[P](C=1C=CC=CC1)(C=1C=CC=CC1)C=1C=CC=CC1 (Pd(PPh3)4). Run in COCCOC (DME). The product is FC=1C=C(C=CC1O)C1=CC=C(C=C1)S(=O)(=O)C (3-Fluoro-4′-(methylsulfonyl)-4-biphenylol). Yield: 61.4%. As a reaction SMILES: [CH3:1][S:2]([C:5]1[CH:10]=[CH:9][C:8](B(O)O)=[CH:7][CH:6]=1)(=[O:4])=[O:3].Br[C:15]1[CH:20]=[CH:19][C:18]([OH:21])=[C:17]([F:22])[CH:16]=1.C([O-])([O-])=O.[Na+].[Na+]>COCCOC.C1C=CC([P]([Pd]([P](C2C=CC=CC=2)(C2C=CC=CC=2)C2C=CC=CC=2)([P](C2C=CC=CC=2)(C2C=CC=CC=2)C2C=CC=CC=2)[P](C2C=CC=CC=2)(C2C=CC=CC=2)C2C=CC=CC=2)(C2C=CC=CC=2)C2C=CC=CC=2)=CC=1>[F:22][C:17]1[CH:16]=[C:15]([C:8]2[CH:9]=[CH:10][C:5]([S:2]([CH3:1])(=[O:4])=[O:3])=[CH:6][CH:7]=2)[CH:20]=[CH:19][C:18]=1[OH:21] |f:2.3.4,^1:38,40,59,78|. Procedure details: 3-Fluoro-4′-(methylsulfonyl)-4-biphenylol (0.42 g, 62%) was prepared as an off-white solid from [4-(methylsulfonyl)phenyl]boronic acid (0.58 g, 2.82 mmol), 4-bromo-2-fluorophenol (0.5 g, 2.57 mmol), 2M Na2CO3 (15 mL) and Pd(PPh3)4 (30 mg 0.03 mmol) in DME (15 mL) in a manner similar to Example 1, Step 1. 1H NMR (400 MHz, CDCl3): δ 7.98 (d, 2H, J=8.6 Hz), 7.70 (d, 2H, J=8.5 Hz), 7.40-7.30 (m, 2H), 7.11 (t, 1H, J=8.6 Hz), 5.22 (d, 1H, J=4.1 Hz), 3.08 (s, 3H); LRMS (APCI), m/z 267 (M+H). Starting materials: NC1=CC=C(CCC(=O)OCC)C=C1 (ethyl 4-aminohydrocinnamate), CN(P(=O)(N(C)C)N(C)C)C (hexamethylphosphoramide), BrC=1C=C(C=CC1)C=CCCCCCOS(=O)(=O)C (7-(3-bromophenyl)-1-methanesulfonyloxy-6-heptene), C([O-])([O-])=O.[K+].[K+] (potassium carbonate). The solvent is O (water). Yields the product BrC=1C=C(C=CC1)C=CCCCCCNC1=CC=C(C=C1)CCC(=O)OCC (ethyl 3-{4-[7-(3-bromophenyl)hepta-6-enylamino]phenyl}propionate). As a reaction SMILES: [NH2:1][C:2]1[CH:14]=[CH:13][C:5]([CH2:6][CH2:7][C:8]([O:10][CH2:11][CH3:12])=[O:9])=[CH:4][CH:3]=1.[Br:15][C:16]1[CH:17]=[C:18]([CH:22]=[CH:23][CH2:24][CH2:25][CH2:26][CH2:27][CH2:28]OS(C)(=O)=O)[CH:19]=[CH:20][CH:21]=1.C(=O)([O-])[O-].[K+].[K+].CN(C)P(N(C)C)(N(C)C)=O>O>[Br:15][C:16]1[CH:17]=[C:18]([CH:22]=[CH:23][CH2:24][CH2:25][CH2:26][CH2:27][CH2:28][NH:1][C:2]2[CH:3]=[CH:4][C:5]([CH2:6][CH2:7][C:8]([O:10][CH2:11][CH3:12])=[O:9])=[CH:13][CH:14]=2)[CH:19]=[CH:20][CH:21]=1 |f:2.3.4|. Procedure: A mixture of 5.0 g. of ethyl 4-aminohydrocinnamate, 10.0 g. of 7-(3-bromophenyl)-1-methanesulfonyloxy-6-heptene (prepared by the method of Example 9), 4.2 g. of anhydrous powdered potassium carbonate and 40 ml. hexamethylphosphoramide is heated to 80° for 17 hours. The mixture is then cooled, diluted with water and extracted with ethyl ether. The ether extracts are washed with water, dried and evaporated. The residue is recrystallized from ethanol yielding the title compound as white crystals.